From a dataset of the Open Reaction Database (ORD), a public repository of structured organic reaction records. describe an organic reaction: reactants, conditions, products, and yield Reactants: O=C1CN(c2ccc(-n3cc(-c4ccc(Cl)cc4Cl)nc3Cc3ccc(-c4ccc(Br)cc4)cc3)cc2)S(=O)(=O)N1, C[Si](C)(C)CCOCCl. Product: C[Si](C)(C)CCOCN1C(=O)CN(c2ccc(-n3cc(-c4ccc(Cl)cc4Cl)nc3Cc3ccc(-c4ccc(Br)cc4)cc3)cc2)S1(=O)=O. As a reaction SMILES: [Br:1][c:2]1[cH:3][cH:4][c:5](-[c:8]2[cH:9][cH:10][c:11]([CH2:14][c:15]3[n:16](-[c:28]4[cH:29][cH:30][c:31]([N:34]5[CH2:35][C:36](=[O:41])[NH:37][S:38]5(=[O:39])=[O:40])[cH:32][cH:33]4)[cH:17][c:18](-[c:20]4[c:21]([Cl:27])[cH:22][c:23]([Cl:26])[cH:24][cH:25]4)[n:19]3)[cH:12][cH:13]2)[cH:6][cH:7]1.[CH3:42][Si:43]([CH2:44][CH2:45][O:46][CH2:47][Cl:48])([CH3:49])[CH3:50]>>[Br:1][c:2]1[cH:3][cH:4][c:5](-[c:8]2[cH:9][cH:10][c:11]([CH2:14][c:15]3[n:16](-[c:28]4[cH:29][cH:30][c:31]([N:34]5[CH2:35][C:36](=[O:41])[N:37]([CH2:47][O:46][CH2:45][CH2:44][Si:43]([CH3:42])([CH3:49])[CH3:50])[S:38]5(=[O:39])=[O:40])[cH:32][cH:33]4)[cH:17][c:18](-[c:20]4[c:21]([Cl:27])[cH:22][c:23]([Cl:26])[cH:24][cH:25]4)[n:19]3)[cH:12][cH:13]2)[cH:6][cH:7]1. Starting materials: COC(=O)C(N)Cc1ccc(O)cc1, CC(NC(=O)Cc1cc(F)cc(F)c1)C(=O)O. The product is COC(=O)C(Cc1ccc(O)cc1)NC(=O)C(C)NC(=O)Cc1cc(F)cc(F)c1. RXN SMILES: [CH3:18][O:19][C:20]([CH:21]([NH2:22])[CH2:23][c:24]1[cH:25][cH:26][c:27]([OH:30])[cH:28][cH:29]1)=[O:31].[F:1][c:2]1[cH:3][c:4]([CH2:9][C:10](=[O:11])[NH:12][CH:13]([CH3:14])[C:15](=[O:16])[OH:17])[cH:5][c:6]([F:8])[cH:7]1>>[F:1][c:2]1[cH:3][c:4]([CH2:9][C:10](=[O:11])[NH:12][CH:13]([CH3:14])[C:15](=[O:17])[NH:22][CH:21]([C:20]([O:19][CH3:18])=[O:31])[CH2:23][c:24]2[cH:25][cH:26][c:27]([OH:30])[cH:28][cH:29]2)[cH:5][c:6]([F:8])[cH:7]1. Procedure details: A solution of tert-butyl [(1S)-1-methyl-2-oxo-2-(7,8,9,10-tetrahydro-6H-benzo[b]cyclohepta[d]furan-2-ylamino)ethyl]carbamate (0.10 g) in 4 N HCl in dioxane (3 mL) and dichloromethane (3 mL) was stirred at room temperature for 30 min and then concentrated to provide N-7,8,9,10-tetrahydro-6H-benzo[b]cyclohepta[d]furan-2-yl-L-prolinamide (46 mg) as its hydrochloric acid salt. MS (ESI) m/z 299 ([M+H]+). Run in Cl (HCl). Starting materials: C[C@@H](C(NC1=CC2=C(OC3=C2CCCCC3)C=C1)=O)NC(OC(C)(C)C)=O (tert-butyl [(1S)-1-methyl-2-oxo-2-(7,8,9,10-tetrahydro-6H-benzo[b]cyclohepta[d]furan-2-ylamino)ethyl]carbamate), ClCCl (dichloromethane), O1CCOCC1 (dioxane). As a reaction SMILES: [CH3:1][C@H:2]([NH:20]C(=O)OC(C)(C)C)[C:3](=[O:19])[NH:4][C:5]1[CH:18]=[CH:17][C:8]2[O:9][C:10]3[CH2:16][CH2:15][CH2:14][CH2:13][CH2:12][C:11]=3[C:7]=2[CH:6]=1.ClCCl.O1CCO[CH2:33][CH2:32]1>Cl>[CH:6]1[C:7]2[C:11]3[CH2:12][CH2:13][CH2:14][CH2:15][CH2:16][C:10]=3[O:9][C:8]=2[CH:17]=[CH:18][C:5]=1[NH:4][C:3](=[O:19])[C@@H:2]1[CH2:1][CH2:33][CH2:32][NH:20]1. The product is C1=C(C=CC=2OC3=C(C21)CCCCC3)NC([C@H]3NCCC3)=O (N-7,8,9,10-tetrahydro-6H-benzo[b]cyclohepta[d]furan-2-yl-L-prolinamide). Starting materials: NC1=C2C(=NC=N1)N(N=C2C2=CC(=C(C=C2)NC(=O)NC=2C=C(C=CC2)C)F)C2CCN(CC2)C(=O)OC(C)(C)C (tert-Butyl 4-(4-amino-3-{3-fluoro-4-[(3-toluidinocarbonyl)amino]phenyl}-1H-pyrazolo[3,4-d]pyrimidin-1-yl)-1-piperidinecarboxylate), Cl (hydrochloric acid), ClCCl (dichloromethane). Solvent: CC(=O)C (acetone). Run at temperature 0 celsius. Yields the product Cl.Cl.NC1=C2C(=NC=N1)N(N=C2C2=CC(=C(C=C2)NC(=O)NC2=CC(=CC=C2)C)F)C2CCNCC2 (N-{4-[4-amino-1-(4-piperidyl)-1H-pyrazolo[3,4-d]pyrimidin-3-yl]-2-fluorophenyl}-N′-(3-methylphenyl)urea dihydrochloride salt). Reaction SMILES: [NH2:1][C:2]1[N:7]=[CH:6][N:5]=[C:4]2[N:8]([CH:29]3[CH2:34][CH2:33][N:32](C(OC(C)(C)C)=O)[CH2:31][CH2:30]3)[N:9]=[C:10]([C:11]3[CH:16]=[CH:15][C:14]([NH:17][C:18]([NH:20][C:21]4[CH:22]=[C:23]([CH3:27])[CH:24]=[CH:25][CH:26]=4)=[O:19])=[C:13]([F:28])[CH:12]=3)[C:3]=12.[ClH:42].[Cl:43]CCl>CC(C)=O>[ClH:43].[ClH:42].[NH2:1][C:2]1[N:7]=[CH:6][N:5]=[C:4]2[N:8]([CH:29]3[CH2:34][CH2:33][NH:32][CH2:31][CH2:30]3)[N:9]=[C:10]([C:11]3[CH:16]=[CH:15][C:14]([NH:17][C:18]([NH:20][C:21]4[CH:26]=[CH:25][CH:24]=[C:23]([CH3:27])[CH:22]=4)=[O:19])=[C:13]([F:28])[CH:12]=3)[C:3]=12 |f:4.5.6|. Procedure details: tert-Butyl 4-(4-amino-3-{3-fluoro-4-[(3-toluidinocarbonyl)amino]phenyl}-1H-pyrazolo[3,4-d]pyrimidin-1-yl)-1-piperidinecarboxylate (117 mg, 0.209 mmol) was suspended in acetone (7 mL) and cooled to 0° C. Aqueous hydrochloric acid (6N, 1.6 mL) was slowly added to the reaction mixture. The reaction mixture was warmed to room temperature then heated at 50° C. for 4 hours. Concentration of the reaction mixture under reduced pressure followed by trituration with dichloromethane (25 mL) afforded N-{4-[... Starting materials: O (water), COC(=O)C=1C(NC2=C(C=C(C=C2C1C1=CC=CC=C1)Br)C)=O (6-bromo-8-methyl-2-oxo-4-phenyl-1,2-dihydro-quinoline-3-carboxylic acid methyl ester), C(C)B(CC)CC (triethylborane), C([O-])([O-])=O.[K+].[K+] (potassium carbonate). Run in CN(C)C=O (DMF). Reaction conditions: temperature 65 celsius. Product: COC(=O)C=1C(NC2=C(C=C(C=C2C1C1=CC=CC=C1)CC)C)=O (6-Ethyl-8-methyl-2-oxo-4-phenyl-1,2-dihydro-quinoline-3-carboxylic acid methyl ester). Yield: 69.5%. As a reaction SMILES: [CH3:1][O:2][C:3]([C:5]1[C:6](=[O:23])[NH:7][C:8]2[C:13]([C:14]=1[C:15]1[CH:20]=[CH:19][CH:18]=[CH:17][CH:16]=1)=[CH:12][C:11](Br)=[CH:10][C:9]=2[CH3:22])=[O:4].[CH2:24](B(CC)CC)[CH3:25].C(=O)([O-])[O-].[K+].[K+].O>CN(C=O)C>[CH3:1][O:2][C:3]([C:5]1[C:6](=[O:23])[NH:7][C:8]2[C:13]([C:14]=1[C:15]1[CH:20]=[CH:19][CH:18]=[CH:17][CH:16]=1)=[CH:12][C:11]([CH2:24][CH3:25])=[CH:10][C:9]=2[CH3:22])=[O:4] |f:2.3.4|. Procedure: A mixture of 6-bromo-8-methyl-2-oxo-4-phenyl-1,2-dihydro-quinoline-3-carboxylic acid methyl ester (25 mg, 67.2 μmol, Eq: 1.00), triethylborane (134 μl, 134 μmol, Eq: 2), potassium carbonate (18.6 mg, 134 μmol, Eq: 2) and 1,1′-bis(diphenylphosphino)ferrocene-palladium(II)dichloride dichloromethane complex (5.49 mg, 6.72 μmol, Eq: 0.1) in DMF was heated to 65° C. for 16 h in a sealed tube. Then water was added and the reaction mixture was extracted with ethyl acetate (3×). The combined extracts we...